From a dataset of the Open Reaction Database (ORD), a public repository of structured organic reaction records. describe an organic reaction: reactants, conditions, products, and yield Reactants: [Cl-], O=N[O-], Nc1nc2ccc([N+](=O)[O-])cc2s1, [Na+], [Na+], O. Product: O=[N+]([O-])c1ccc2nc(Cl)sc2c1. As a reaction SMILES: [Cl-:18].[N:1]([O-:2])=[O:3].[NH2:5][c:6]1[s:7][c:8]2[c:9]([n:10]1)[cH:11][cH:12][c:13]([N+:15](=[O:16])[O-:17])[cH:14]2.[Na+:19].[Na+:4].[OH2:20]>>[c:6]1([Cl:18])[s:7][c:8]2[c:9]([n:10]1)[cH:11][cH:12][c:13]([N+:15](=[O:16])[O-:17])[cH:14]2. The reactants are CC(C)(C)OC(=O)N1CCC(COc2ccc(-c3ccc(Br)cc3F)nc2)CC1, CS(=O)O, CS(C)=O, [Na+], [Na], [OH-], O. Product: CC(C)(C)OC(=O)N1CCC(COc2ccc(-c3ccc(S(C)(=O)=O)cc3F)nc2)CC1. RXN SMILES: [Br:1][c:2]1[cH:3][c:4]([F:29])[c:5](-[c:8]2[cH:9][cH:10][c:11]([O:14][CH2:15][CH:16]3[CH2:17][CH2:18][N:19]([C:22](=[O:23])[O:24][C:25]([CH3:26])([CH3:27])[CH3:28])[CH2:20][CH2:21]3)[cH:12][n:13]2)[cH:6][cH:7]1.[CH3:31][S:32](=[O:33])[OH:34].[CH3:37][S:38]([CH3:39])=[O:40].[Na+:36].[Na:30].[OH-:35].[OH2:41]>>[c:2]1([S:32]([CH3:31])(=[O:33])=[O:34])[cH:3][c:4]([F:29])[c:5](-[c:8]2[cH:9][cH:10][c:11]([O:14][CH2:15][CH:16]3[CH2:17][CH2:18][N:19]([C:22](=[O:23])[O:24][C:25]([CH3:26])([CH3:27])[CH3:28])[CH2:20][CH2:21]3)[cH:12][n:13]2)[cH:6][cH:7]1. Reactants: BrCc1ccccc1, COC(=O)C1CN(Cc2ccccc2)CCC1=O, CCOC(C)=O, Cl, [H-], [Na+], CN(C)C=O, O. The product is COC(=O)C1(Cc2ccccc2)CN(Cc2ccccc2)CCC1=O. RXN SMILES: [Br:22][CH2:23][c:24]1[cH:25][cH:26][cH:27][cH:28][cH:29]1.[CH3:2][O:3][C:4](=[O:5])[CH:6]1[CH2:7][N:8]([CH2:13][c:14]2[cH:15][cH:16][cH:17][cH:18][cH:19]2)[CH2:9][CH2:10][C:11]1=[O:12].[CH3:36][CH2:37][O:38][C:39](=[O:40])[CH3:41].[ClH:1].[H-:20].[Na+:21].[O:31]=[CH:32][N:33]([CH3:34])[CH3:35].[OH2:30]>>[CH3:2][O:3][C:4](=[O:5])[C:6]1([CH2:23][c:24]2[cH:25][cH:26][cH:27][cH:28][cH:29]2)[CH2:7][N:8]([CH2:13][c:14]2[cH:15][cH:16][cH:17][cH:18][cH:19]2)[CH2:9][CH2:10][C:11]1=[O:12]. Reaction SMILES: [Br:1][C:2]1[CH:7]=[CH:6][N:5]=[C:4](Cl)[CH:3]=1.[CH3:9][O-:10].[Na+].C1(C)C=CC=CC=1>O>[Br:1][C:2]1[CH:7]=[CH:6][N:5]=[C:4]([O:10][CH3:9])[CH:3]=1 |f:1.2|. Run in O (water). Procedure details: 4-Bromo-2-chloropyridine, sodium methoxide (1.6 equiv.) and toluene (6.1 volumes) were heated to 95° C. for 40 h. Toluene (6.1 volumes) and water (3 volumes) were added and the lower aqueous phase cut away. The organic was washed with water (1.5 volumes) and then the volatiles evaporated to give the title compound as an oil. HRMS (ES, M+H) Calcd 187.9711. Found 187.9711. Reactants: BrC1=CC(=NC=C1)Cl (4-Bromo-2-chloropyridine), C[O-].[Na+] (sodium methoxide), C1(=CC=CC=C1)C (toluene), C1(=CC=CC=C1)C (Toluene). The product is BrC1=CC(=NC=C1)OC (4-Bromo-2-methoxypyridine).